Task: describe an organic reaction: reactants, conditions, products, and yield. Dataset: the Open Reaction Database (ORD), a public repository of structured organic reaction records Starting materials: O (Water), C(C)[SiH](CC)CC (Triethylsilane), FC(C(=O)O)(F)F (trifluoroacetic acid), BrC1=CC(=C(C=C1)C(C)(C)O)Cl (2-(4-bromo-2-chlorophenyl)propan-2-ol). Solvent: ClCCl (dichloromethane). Run at time 1 day. Yields the product BrC1=CC(=C(C=C1)C(C)C)Cl (4-Bromo-2-chloro-1-(propan-2-yl)benzene). Isolated yield 97.9%. As a reaction SMILES: C([SiH](CC)CC)C.FC(F)(F)C(O)=O.[Br:15][C:16]1[CH:21]=[CH:20][C:19]([C:22](O)([CH3:24])[CH3:23])=[C:18]([Cl:26])[CH:17]=1.O>ClCCl>[Br:15][C:16]1[CH:21]=[CH:20][C:19]([CH:22]([CH3:23])[CH3:24])=[C:18]([Cl:26])[CH:17]=1. Procedure: Triethylsilane (1.8 mL) and trifluoroacetic acid (5.8 mL) were added to a solution of 2-(4-bromo-2-chlorophenyl)propan-2-ol (1.9 g) in dichloromethane (76 mL), and the mixture was stirred at room temperature for one day. Water was added to the reaction solution, followed by extraction with ethyl acetate. The organic layer was dried over anhydrous magnesium sulfate and filtered. The solvent was then evaporated under reduced pressure. The residue was purified by silica gel column chromatography (h... Starting materials: COC(=O)C1=NC=CC=C1OCC(F)(F)F (3-(2,2,2-trifluoro-ethoxy)-pyridine-2-carboxylic acid methyl ester), [OH-].[Li+] (lithium hydroxide). Run in CO (methanol), O (water). Reaction conditions: time 2 hour. Yields the product FC(COC=1C(=NC=CC1)C(=O)O)(F)F (3-(2,2,2-trifluoro-ethoxy)-pyridine-2-carboxylic acid). Reaction SMILES: C[O:2][C:3]([C:5]1[C:10]([O:11][CH2:12][C:13]([F:16])([F:15])[F:14])=[CH:9][CH:8]=[CH:7][N:6]=1)=[O:4].[OH-].[Li+]>CO.O>[F:16][C:13]([F:14])([F:15])[CH2:12][O:11][C:10]1[C:5]([C:3]([OH:4])=[O:2])=[N:6][CH:7]=[CH:8][CH:9]=1 |f:1.2|. Procedure details: A solution of 3-(2,2,2-trifluoro-ethoxy)-pyridine-2-carboxylic acid methyl ester (216 mg, 0.9 mmol) in methanol (1 ml) was treated with a solution of lithium hydroxide (78 mg, 3.3 mmol) in water (0.1 ml) and stirring was continued at 22° C. for 2 hours. The solution was evaporated and the residue triturated with 1N aqueous hydrochloric acid. The suspension was filtered, the residue washed with water and dried to give 3-(2,2,2-trifluoro-ethoxy)-pyridine-2-carboxylic acid as a colorless solid. MS ... Reactants: BrC1=CC(=NC=C1)C1CC(=NN1C1=C(C=C(C=C1)F)F)C(C(F)(F)F)(F)F (5-(4-Bromo-pyridin-2-yl)-1-(2,4-difluoro-phenyl)-3-pentafluoroethyl-4,5-dihydro-1H-pyrazole), CSC=1C=C(C=CC1)B(O)O (3-(methylthio)phenylboronic acid), C([O-])([O-])=O.[Na+].[Na+] (sodium carbonate), C(C)O (ethanol). The reagents and catalysts are C=1C=CC(=CC1)[P](C=2C=CC=CC2)(C=3C=CC=CC3)[Pd]([P](C=4C=CC=CC4)(C=5C=CC=CC5)C=6C=CC=CC6)([P](C=7C=CC=CC7)(C=8C=CC=CC8)C=9C=CC=CC9)[P](C=1C=CC=CC1)(C=1C=CC=CC1)C=1C=CC=CC1 (Pd(PPh3)4). Solvent: COCCOC (1,2-dimethoxyethane). Run at temperature 85 celsius, time 3 hour. Product: FC1=C(C=CC(=C1)F)N1N=C(CC1C1=NC=CC(=C1)C1=CC(=CC=C1)SC)C(C(F)(F)F)(F)F (1-(2,4-difluoro-phenyl)-5-[4-(3-methylsulfanyl-phenyl)-pyridin-2-yl]-3-pentafluoroethyl-4,5-dihydro-1H-pyrazole). Isolated yield 63.7%. As a reaction SMILES: Br[C:2]1[CH:7]=[CH:6][N:5]=[C:4]([CH:8]2[N:12]([C:13]3[CH:18]=[CH:17][C:16]([F:19])=[CH:15][C:14]=3[F:20])[N:11]=[C:10]([C:21]([F:27])([F:26])[C:22]([F:25])([F:24])[F:23])[CH2:9]2)[CH:3]=1.[CH3:28][S:29][C:30]1[CH:31]=[C:32](B(O)O)[CH:33]=[CH:34][CH:35]=1.C(=O)([O-])[O-].[Na+].[Na+].C(O)C>C1C=CC([P]([Pd]([P](C2C=CC=CC=2)(C2C=CC=CC=2)C2C=CC=CC=2)([P](C2C=CC=CC=2)(C2C=CC=CC=2)C2C=CC=CC=2)[P](C2C=CC=CC=2)(C2C=CC=CC=2)C2C=CC=CC=2)(C2C=CC=CC=2)C2C=CC=CC=2)=CC=1.COCCOC>[F:20][C:14]1[CH:15]=[C:16]([F:19])[CH:17]=[CH:18][C:13]=1[N:12]1[CH:8]([C:4]2[CH:3]=[C:2]([C:34]3[CH:33]=[CH:32][CH:31]=[C:30]([S:29][CH3:28])[CH:35]=3)[CH:7]=[CH:6][N:5]=2)[CH2:9][C:10]([C:21]([F:27])([F:26])[C:22]([F:25])([F:24])[F:23])=[N:11]1 |f:2.3.4,^1:51,53,72,91|. Procedure: 5-(4-Bromo-pyridin-2-yl)-1-(2,4-difluoro-phenyl)-3-pentafluoroethyl-4,5-dihydro-1H-pyrazole (50.0 mg, 0.11 mmol) prepared in Step 4 of Preparation 11, 3-(methylthio)phenylboronic acid (28.0 mg, 0.17 mmol), Pd(PPh3)4 (12.8 mg, cat.) and a 2N sodium carbonate solution (550.0 uL) were added to a mixed solvent of ethanol (550.0 uL) and 1,2-dimethoxyethane (1.2 mL). The reaction mixture was stirred at 85° C. for 3 hours and then filtered through celite pad. A saturated solution of ammonium chloride w... Reactants: Cl, [Na+], [OH-], O, COC(=O)c1ccc(NC(=O)c2cc(Cl)ccc2NS(=O)(=O)c2ccccc2)cc1. The product is O=C(O)c1ccc(NC(=O)c2cc(Cl)ccc2NS(=O)(=O)c2ccccc2)cc1. Reaction SMILES: [ClH:31].[Na+:34].[OH-:33].[OH2:32].[c:1]1([S:7](=[O:8])(=[O:9])[NH:10][c:11]2[c:12]([C:13](=[O:14])[NH:15][c:16]3[cH:17][cH:18][c:19]([C:20](=[O:21])[O:22][CH3:23])[cH:24][cH:25]3)[cH:26][c:27]([Cl:30])[cH:28][cH:29]2)[cH:2][cH:3][cH:4][cH:5][cH:6]1>>[c:1]1([S:7](=[O:8])(=[O:9])[NH:10][c:11]2[c:12]([C:13](=[O:14])[NH:15][c:16]3[cH:17][cH:18][c:19]([C:20](=[O:21])[OH:22])[cH:24][cH:25]3)[cH:26][c:27]([Cl:30])[cH:28][cH:29]2)[cH:2][cH:3][cH:4][cH:5][cH:6]1. Starting materials: ice, C(C1=CC=CC=C1)OC(=O)NCCC(CC(=O)OC)=O (Methyl 5-(benzyloxycarbonylamino)-3-oxopentanoate), [BH4-].[Li+] (lithium borohydride). Solvent: O1CCCC1 (tetrahydrofuran), O1CCCC1 (tetrahydrofuran). Conditions: time 16 hour. Yields the product OC(CCNC(OCC1=CC=CC=C1)=O)CCO (benzyl 3,5-dihydroxypentylcarbamate). RXN SMILES: [CH2:1]([O:8][C:9]([NH:11][CH2:12][CH2:13][C:14](=[O:20])[CH2:15][C:16](OC)=[O:17])=[O:10])[C:2]1[CH:7]=[CH:6][CH:5]=[CH:4][CH:3]=1.[BH4-].[Li+]>O1CCCC1>[OH:20][CH:14]([CH2:15][CH2:16][OH:17])[CH2:13][CH2:12][NH:11][C:9](=[O:10])[O:8][CH2:1][C:2]1[CH:7]=[CH:6][CH:5]=[CH:4][CH:3]=1 |f:1.2|. Procedure: Methyl 5-(benzyloxycarbonylamino)-3-oxopentanoate (4.5 g, 15.3 mmoles) is dissolved in anhydrous tetrahydrofuran (25 mL) and this solution is added slowly dropwise to an ice-cooled solution of lithium borohydride in anhydrous tetrahydrofuran (2 M, 25 mL, 50 mmoles). When the addition is complete, the cooling bath is removed and the reaction is stirred at ambient temperature for 16 hours. The clear, colorless solution is again cooled in an ice bath, and aqueous hydrochloric acid (1 M, 50 mL) is a...